Dataset: the Open Reaction Database (ORD), a public repository of structured organic reaction records. Task: describe an organic reaction: reactants, conditions, products, and yield Reactants: CN(C)C=O, ClCc1ccccc1, [H-], [Na+], C1CCOC1, NC(=O)CC1CCC(O)c2sccc21. Yields the product NC(=O)CC1CCC(OCc2ccccc2)c2sccc21. Reaction SMILES: [CH3:17][N:18]([CH3:19])[CH:20]=[O:21].[Cl:22][CH2:23][c:24]1[cH:25][cH:26][cH:27][cH:28][cH:29]1.[H-:15].[Na+:16].[O:30]1[CH2:31][CH2:32][CH2:33][CH2:34]1.[OH:1][CH:2]1[CH2:3][CH2:4][CH:5]([CH2:11][C:12](=[O:13])[NH2:14])[c:6]2[c:7]1[s:8][cH:9][cH:10]2>>[O:1]([CH:2]1[CH2:3][CH2:4][CH:5]([CH2:11][C:12](=[O:13])[NH2:14])[c:6]2[c:7]1[s:8][cH:9][cH:10]2)[CH2:23][c:24]1[cH:25][cH:26][cH:27][cH:28][cH:29]1. The reactants are CCO, O=Cc1ccccc1, NCCP(c1ccccc1)c1ccccc1. The product is C(=NCCP(c1ccccc1)c1ccccc1)c1ccccc1. As a reaction SMILES: [CH3:25][CH2:26][OH:27].[CH:17](=[O:18])[c:19]1[cH:20][cH:21][cH:22][cH:23][cH:24]1.[c:1]1([P:7]([CH2:8][CH2:9][NH2:10])[c:11]2[cH:12][cH:13][cH:14][cH:15][cH:16]2)[cH:2][cH:3][cH:4][cH:5][cH:6]1>>[c:1]1([P:7]([CH2:8][CH2:9][N:10]=[CH:17][c:19]2[cH:20][cH:21][cH:22][cH:23][cH:24]2)[c:11]2[cH:12][cH:13][cH:14][cH:15][cH:16]2)[cH:2][cH:3][cH:4][cH:5][cH:6]1. The reactants are C(C1=CC=CC=C1)OC1=C(C(=O)NC2=C(C(=O)OC)C=CC(=C2)C2=CC=CC=C2)C=C(C=C1)C1CCN(CC1)CCO (methyl 2-(2-(benzyloxy)-5-(1-(2-hydroxyethyl)piperidin-4-yl)benzamido)-4-phenylbenzoate). Reagents/catalysts: [C].[Pd] (palladium-carbon), [C].[Pd] (palladium-carbon). Run in C(C)(=O)OCC (ethyl acetate), CO (methanol). Reaction conditions: time 2 hour. Yields the product OC1=C(C(=O)NC2=C(C(=O)OC)C=CC(=C2)C2=CC=CC=C2)C=C(C=C1)C1CCN(CC1)CCO (methyl 2-(2-hydroxy-5-(1-(2-hydroxyethyl)piperidin-4-yl)benzamido)-4-phenylbenzoate). Isolated yield 49.0%. Reaction SMILES: C([O:8][C:9]1[CH:33]=[CH:32][C:31]([CH:34]2[CH2:39][CH2:38][N:37]([CH2:40][CH2:41][OH:42])[CH2:36][CH2:35]2)=[CH:30][C:10]=1[C:11]([NH:13][C:14]1[CH:23]=[C:22]([C:24]2[CH:29]=[CH:28][CH:27]=[CH:26][CH:25]=2)[CH:21]=[CH:20][C:15]=1[C:16]([O:18][CH3:19])=[O:17])=[O:12])C1C=CC=CC=1>C(OCC)(=O)C.CO.[C].[Pd]>[OH:8][C:9]1[CH:33]=[CH:32][C:31]([CH:34]2[CH2:35][CH2:36][N:37]([CH2:40][CH2:41][OH:42])[CH2:38][CH2:39]2)=[CH:30][C:10]=1[C:11]([NH:13][C:14]1[CH:23]=[C:22]([C:24]2[CH:25]=[CH:26][CH:27]=[CH:28][CH:29]=2)[CH:21]=[CH:20][C:15]=1[C:16]([O:18][CH3:19])=[O:17])=[O:12] |f:3.4|. Procedure: To a solution mixture of the obtained methyl 2-(2-(benzyloxy)-5-(1-(2-hydroxyethyl)piperidin-4-yl)benzamido)-4-phenylbenzoate (0.085 g) in ethyl acetate (1.0 mL) and methanol (1.0 mL), 10% palladium-carbon (0.040 g) was added, followed by stirring under a hydrogen atmosphere at room temperature for 2 hours. To the reaction mixture, 10% palladium-carbon (0.040 g) was added, followed by stirring under a hydrogen atmosphere at room temperature for 4 hours. The insoluble substance was removed from t... Reactants: [BH4-], CC1=Nn2c(nc3cnc4ccccc4c32)CC1, CO, [Na+]. Product: CC1CCc2nc3cnc4ccccc4c3n2N1. RXN SMILES: [BH4-:19].[CH3:1][C:2]1=[N:3][n:4]2[c:5]([n:6][c:7]3[cH:8][n:9][c:10]4[cH:11][cH:12][cH:13][cH:14][c:15]4[c:16]23)[CH2:17][CH2:18]1.[CH3:21][OH:22].[Na+:20]>>[CH3:1][CH:2]1[NH:3][n:4]2[c:5]([n:6][c:7]3[cH:8][n:9][c:10]4[cH:11][cH:12][cH:13][cH:14][c:15]4[c:16]23)[CH2:17][CH2:18]1. Run in C(C)O (ethanol). Procedure details: To a solution of the compound [61] (2.1 g) in ethanol (20 mL) was added an aqueous solution of 1N-potassium hydroxide (7.1 mL) at room temperature, and the solution was concentrated under reduced pressure to give the titled compound (2.4 g) as a yellow solid. The product is CC1=C(CN2C=C(C3=CC=C(C=C23)C(=O)[O-])C)C(=CC=C1)C.[K+] (potassium 1-(2,6-dimethylbenzyl)-3-methyl-1H-indole-6-carboxylate). Reaction SMILES: [CH3:1][C:2]1[CH:21]=[CH:20][CH:19]=[C:18]([CH3:22])[C:3]=1[CH2:4][N:5]1[C:13]2[C:8](=[CH:9][CH:10]=[C:11]([C:14]([OH:16])=[O:15])[CH:12]=2)[C:7]([CH3:17])=[CH:6]1.[OH-].[K+:24]>C(O)C>[CH3:1][C:2]1[CH:21]=[CH:20][CH:19]=[C:18]([CH3:22])[C:3]=1[CH2:4][N:5]1[C:13]2[C:8](=[CH:9][CH:10]=[C:11]([C:14]([O-:16])=[O:15])[CH:12]=2)[C:7]([CH3:17])=[CH:6]1.[K+:24] |f:1.2,4.5|. Starting materials: CC1=C(CN2C=C(C3=CC=C(C=C23)C(=O)O)C)C(=CC=C1)C (1-(2,6-dimethylbenzyl)-3-methyl-1H-indole-6-carboxylic acid), [OH-].[K+] (potassium hydroxide).